Dataset: the Open Reaction Database (ORD), a public repository of structured organic reaction records. Task: describe an organic reaction: reactants, conditions, products, and yield Reactants: O=C([O-])[O-], O=C(c1ccccc1Cl)c1ncc(Cl)nc1Cl, Oc1ccc(F)cc1F, [K+], [K+], CN(C)C=O. The product is O=C(c1ccccc1Cl)c1ncc(Oc2ccc(F)cc2F)nc1Cl. RXN SMILES: [C:27](=[O:28])([O-:29])[O-:30].[Cl:1][c:2]1[c:3]([C:8](=[O:9])[c:10]2[n:11][cH:12][c:13]([Cl:17])[n:14][c:15]2[Cl:16])[cH:4][cH:5][cH:6][cH:7]1.[F:18][c:19]1[c:20]([OH:26])[cH:21][cH:22][c:23]([F:25])[cH:24]1.[K+:31].[K+:32].[O:33]=[CH:34][N:35]([CH3:36])[CH3:37]>>[Cl:1][c:2]1[c:3]([C:8](=[O:9])[c:10]2[n:11][cH:12][c:13]([O:26][c:20]3[c:19]([F:18])[cH:24][c:23]([F:25])[cH:22][cH:21]3)[n:14][c:15]2[Cl:16])[cH:4][cH:5][cH:6][cH:7]1.